Dataset: the Open Reaction Database (ORD), a public repository of structured organic reaction records. Task: describe an organic reaction: reactants, conditions, products, and yield The reactants are [Al+3], C1CCOC1, CCOC(C)=O, [H-], [H-], [H-], [H-], [Li+], CC(=O)c1sccc1CO. Yields the product CC(O)c1sccc1CO. Reaction SMILES: [Al+3:17].[CH2:1]1[O:2][CH2:3][CH2:4][CH2:5]1.[CH3:22][CH2:23][O:24][C:25](=[O:26])[CH3:27].[H-:16].[H-:19].[H-:20].[H-:21].[Li+:18].[OH:6][CH2:7][c:8]1[c:9]([C:13]([CH3:14])=[O:15])[s:10][cH:11][cH:12]1>>[OH:6][CH2:7][c:8]1[c:9]([CH:13]([CH3:14])[OH:15])[s:10][cH:11][cH:12]1. Reactants: Brc1cncnc1, OB(O)c1cc(Cl)ccc1OCc1ccccc1, [Na+], [Na+], O=C([O-])[O-], C1COCCO1. Product: Clc1ccc(OCc2ccccc2)c(-c2cncnc2)c1. Reaction SMILES: [Br:19][c:20]1[cH:21][n:22][cH:23][n:24][cH:25]1.[CH2:1]([c:2]1[cH:3][cH:4][cH:5][cH:6][cH:7]1)[O:8][c:9]1[c:10]([B:16]([OH:17])[OH:18])[cH:11][c:12]([Cl:15])[cH:13][cH:14]1.[Na+:26].[Na+:27].[O-:28][C:29](=[O:30])[O-:31].[O:32]1[CH2:33][CH2:34][O:35][CH2:36][CH2:37]1>>[CH2:1]([c:2]1[cH:3][cH:4][cH:5][cH:6][cH:7]1)[O:8][c:9]1[c:10](-[c:20]2[cH:21][n:22][cH:23][n:24][cH:25]2)[cH:11][c:12]([Cl:15])[cH:13][cH:14]1. Reactants: ClC=1C=C(C=CC1)[C@H](CNC(OC(C)(C)C)=O)O ((R)-tert-butyl (2-(3-chlorophenyl)-2-hydroxyethyl)carbamate), C1(C=2C(C(N1)=O)=CC=CC2)=O (phthalimide), C1(=CC=CC=C1)P(C1=CC=CC=C1)C1=CC=CC=C1 (triphenylphosphine). Solvent: C1CCOC1 (THF), C1CCOC1 (THF). Run at time 8 hour. Yields the product ClC=1C=C(C=CC1)[C@@H](CNC(OC(C)(C)C)=O)N1C(C2=CC=CC=C2C1=O)=O ((S)-tert-butyl (2-(3-chlorophenyl)-2-(1,3-dioxoisoindolin-2-yl)ethyl)carbamate). Isolated yield 58.4%. RXN SMILES: [Cl:1][C:2]1[CH:3]=[C:4]([C@@H:8](O)[CH2:9][NH:10][C:11](=[O:17])[O:12][C:13]([CH3:16])([CH3:15])[CH3:14])[CH:5]=[CH:6][CH:7]=1.[C:19]1(=[O:29])[NH:23][C:22](=[O:24])[C:21]2=[CH:25][CH:26]=[CH:27][CH:28]=[C:20]12.C1(P(C2C=CC=CC=2)C2C=CC=CC=2)C=CC=CC=1>C1COCC1>[Cl:1][C:2]1[CH:3]=[C:4]([C@H:8]([N:23]2[C:19](=[O:29])[C:20]3[C:21](=[CH:25][CH:26]=[CH:27][CH:28]=3)[C:22]2=[O:24])[CH2:9][NH:10][C:11](=[O:17])[O:12][C:13]([CH3:16])([CH3:15])[CH3:14])[CH:5]=[CH:6][CH:7]=1. Procedure details: To a solution of (R)-tert-butyl (2-(3-chlorophenyl)-2-hydroxyethyl)carbamate (8.12 g, 29.9 mmol) in THF (100 mL) was added phthalimide (6.16 g, 41.8 mmol) and polymer-bound triphenylphosphine (3 mmol of PPh3/1 g of resin, 9.8 g). DTBAD (7.09 g, 30.8 mmol) in THF (20 mL) was added slowly at room temperature to the reaction mixture, which was then stirred at room temperature overnight. The reaction mixture was filtered through Celite and washed with EtOAc. The resulting filtrate was washed with Na...